Dataset: the Open Reaction Database (ORD), a public repository of structured organic reaction records. Task: describe an organic reaction: reactants, conditions, products, and yield Starting materials: CS(C)=O, O=C(NCc1c[nH]cn1)c1ccc(Cl)s1, [Cu]I, CN=c1ccccn1-c1ccc(I)cc1, [K+], [K+], O=C([O-])[O-], Oc1cccc2cccnc12. Yields the product CN=c1ccccn1-c1ccc(-n2cnc(CNC(=O)c3ccc(Cl)s3)c2)cc1. RXN SMILES: [CH3:48][S:49]([CH3:50])=[O:51].[Cl:16][c:17]1[cH:18][cH:19][c:20]([C:22](=[O:23])[NH:24][CH2:25][c:26]2[n:27][cH:28][nH:29][cH:30]2)[s:21]1.[Cu:52][I:53].[I:1][c:2]1[cH:3][cH:4][c:5](-[n:8]2[c:9](=[N:14][CH3:15])[cH:10][cH:11][cH:12][cH:13]2)[cH:6][cH:7]1.[K+:42].[K+:43].[O-:44][C:45]([O-:46])=[O:47].[OH:31][c:32]1[cH:33][cH:34][cH:35][c:36]2[c:37]1[n:38][cH:39][cH:40][cH:41]2>>[c:2]1(-[n:29]2[cH:28][n:27][c:26]([CH2:25][NH:24][C:22]([c:20]3[cH:19][cH:18][c:17]([Cl:16])[s:21]3)=[O:23])[cH:30]2)[cH:3][cH:4][c:5](-[n:8]2[c:9](=[N:14][CH3:15])[cH:10][cH:11][cH:12][cH:13]2)[cH:6][cH:7]1. Starting materials: Cl, NO, O, O=C1OC(=O)c2cc3c(c4cccc1c24)OCOC3, c1ccncc1. The product is O=C1c2cccc3c4c(cc(c23)C(=O)N1O)COCO4. RXN SMILES: [ClH:20].[NH2:21][OH:22].[OH2:23].[cH:1]1[cH:2][cH:3][c:4]2[c:17]3[c:8]([cH:9][c:10]4[c:15]([c:16]13)[O:14][CH2:13][O:12][CH2:11]4)[C:7](=[O:18])[O:6][C:5]2=[O:19].[cH:24]1[cH:25][cH:26][n:27][cH:28][cH:29]1>>[cH:1]1[cH:2][cH:3][c:4]2[c:17]3[c:8]([cH:9][c:10]4[c:15]([c:16]13)[O:14][CH2:13][O:12][CH2:11]4)[C:7](=[O:18])[N:21]([OH:22])[C:5]2=[O:6]. The reactants are COC(C(CC1CC(CC1)OC)C1=CC(=C(C=C1)Cl)Cl)=O (2-(3,4-Dichloro-phenyl)-3-(3-methoxy-cyclopentyl)-propionic acid methyl ester), NC=1SC=CN1 (2-aminothiazole), C[O-].[Mg+2].C[O-] (magnesium methoxide), CO (methanol). Run at temperature 25 celsius. Product: ethyl acetate hexanes, ClC=1C=C(C=CC1Cl)C(C(=O)NC=1SC=CN1)CC1CC(CC1)OC (2-(3,4-dichloro-phenyl)-3-(3-methoxy-cyclopentyl)-N-thiazol-2-yl-propionamide). Yield: 6.7%. As a reaction SMILES: CO[C:3](=[O:21])[CH:4]([C:13]1[CH:18]=[CH:17][C:16]([Cl:19])=[C:15]([Cl:20])[CH:14]=1)[CH2:5][CH:6]1[CH2:10][CH2:9][CH:8]([O:11][CH3:12])[CH2:7]1.[NH2:22][C:23]1[S:24][CH:25]=[CH:26][N:27]=1.C[O-].[Mg+2].C[O-].CO>>[Cl:20][C:15]1[CH:14]=[C:13]([CH:4]([CH2:5][CH:6]2[CH2:10][CH2:9][CH:8]([O:11][CH3:12])[CH2:7]2)[C:3]([NH:22][C:23]2[S:24][CH:25]=[CH:26][N:27]=2)=[O:21])[CH:18]=[CH:17][C:16]=1[Cl:19] |f:2.3.4|. Procedure details: 2-(3,4-Dichloro-phenyl)-3-(3-methoxy-cyclopentyl)-propionic acid methyl ester (118.3 mg, 0.36 mmol) and 2-aminothiazole (35.8 mg, 0.36 mmol) were treated with a solution of magnesium methoxide in methanol (7.4 wt. % , 2.6 mL, 1.79 mmol). The resulting reaction mixture was then heated under reflux for 30 h. The reaction mixture was allowed to cool to 25° C. and then filtered through celite. The celite was thoroughly washed with ethyl acetate, and the filtrate was concentrated in vacuo. Flash chro... Product: ClC=1C=CC=2N(N1)C=C(N2)N (6-chloroimidazo[1,2-b]pyridazin-2-amine). Yield: 89.0%. The reactants are ClC=1C=CC=2N(N1)C=C(N2)NC(C(F)(F)F)=O (N-(6-chloroimidazo[1,2-b]pyridazin-2-yl)-2,2,2-trifluoroacetamide), C1CCOC1 (THF), CO (methanol), C([O-])([O-])=O.[K+].[K+] (potassium carbonate). Procedure: To a solution of N-(6-chloroimidazo[1,2-b]pyridazin-2-yl)-2,2,2-trifluoroacetamide (80 mg, 0.30 mmol) in a THF:methanol:water (1 mL each) mixture was added anhydrous potassium carbonate (400 mg, 3 mmol). The reaction mixture was refluxed for 8 hrs. After cooling to rt, the reaction mixture diluted with ethyl acetate and water. The phases were separated and the organic layer was washed with brine (2×5 mL), dried over sodium sulfate and concentrated to afford the title compound (45 mg, 90%). 1H NM... Reaction SMILES: [Cl:1][C:2]1[CH:3]=[CH:4][C:5]2[N:6]([CH:8]=[C:9]([NH:11]C(=O)C(F)(F)F)[N:10]=2)[N:7]=1.C1COCC1.CO.C(=O)([O-])[O-].[K+].[K+]>C(OCC)(=O)C.O>[Cl:1][C:2]1[CH:3]=[CH:4][C:5]2[N:6]([CH:8]=[C:9]([NH2:11])[N:10]=2)[N:7]=1 |f:3.4.5|. The solvent is O (water), C(C)(=O)OCC (ethyl acetate), O (water). The reactants are OC1=NC=C(C=C1C)OC (2-hydroxy-methyl-5-methoxy-pyridine), S(=O)(Cl)Cl (thionyl chloride), C(Cl)Cl (DCM). Yields the product ClCC1=NC=C(C=C1)OC (2-chloromethyl-5-methoxy-pyridine). As a reaction SMILES: O[C:2]1[C:7](C)=[CH:6][C:5]([O:9][CH3:10])=[CH:4][N:3]=1.S(Cl)(Cl)=O.[CH2:15](Cl)[Cl:16]>>[Cl:16][CH2:15][C:2]1[CH:7]=[CH:6][C:5]([O:9][CH3:10])=[CH:4][N:3]=1. Procedure details: To a solution of 2-hydroxy-methyl-5-methoxy-pyridine (0.68 g, 4.9 mmol) in dry DCM was added dropwise excess thionyl chloride (2.0 mL), and the mixture was refluxed for 2 hours. The solvent was removed in vacuo, and the residue was taken up in EtOAc and washed with NaHCO3 (aq), dried (MgSO4, and concentrated in vacuo. The extremely volatile 2-chloromethyl-5-methoxy-pyridine was obtained as a solution in ethyl acetate to give (984.0 mg, 83.5%) yield. Starting materials: Brc1ccccc1-c1nc2ccccc2n1CC1CCCCC1, C#Cc1ccc(OC)cc1. Reaction SMILES: [Br:1][c:2]1[c:3](-[c:8]2[n:9][c:10]3[c:11]([n:12]2[CH2:13][CH:14]2[CH2:15][CH2:16][CH2:17][CH2:18][CH2:19]2)[cH:20][cH:21][cH:22][cH:23]3)[cH:4][cH:5][cH:6][cH:7]1.[C:24](#[CH:25])[c:26]1[cH:27][cH:28][c:29]([O:32][CH3:33])[cH:30][cH:31]1>>[c:2]1([C:25]#[C:24][c:26]2[cH:27][cH:28][c:29]([O:32][CH3:33])[cH:30][cH:31]2)[c:3](-[c:8]2[n:9][c:10]3[c:11]([n:12]2[CH2:13][CH:14]2[CH2:15][CH2:16][CH2:17][CH2:18][CH2:19]2)[cH:20][cH:21][cH:22][cH:23]3)[cH:4][cH:5][cH:6][cH:7]1. The product is COc1ccc(C#Cc2ccccc2-c2nc3ccccc3n2CC2CCCCC2)cc1. Starting materials: Cl (HCl), CCC(CC)N(C1=C(C=C(C(=C1[N+](=O)[O-])C)C)[N+](=O)[O-])N=O (N-nitroso-pendimethalin). Conditions: time 1.5 hour. Product: CCC(CC)NC=1C(=CC(=C(C1[N+](=O)[O-])C)C)[N+](=O)[O-] (Pendimethalin), CCC(CC)N(C1=C(C=C(C(=C1[N+](=O)[O-])C)C)[N+](=O)[O-])N=O (N-nitroso-pendimethalin). As a reaction SMILES: Cl.[CH3:2][CH2:3][CH:4]([N:7]([N:22]=[O:23])[C:8]1[C:13]([N+:14]([O-:16])=[O:15])=[C:12]([CH3:17])[C:11]([CH3:18])=[CH:10][C:9]=1[N+:19]([O-:21])=[O:20])[CH2:5][CH3:6]>>[CH3:2][CH2:3][CH:4]([NH:7][C:8]1[C:9]([N+:19]([O-:21])=[O:20])=[CH:10][C:11]([CH3:18])=[C:12]([CH3:17])[C:13]=1[N+:14]([O-:16])=[O:15])[CH2:5][CH3:6].[CH3:2][CH2:3][CH:4]([N:7]([N:22]=[O:23])[C:8]1[C:13]([N+:14]([O-:16])=[O:15])=[C:12]([CH3:17])[C:11]([CH3:18])=[CH:10][C:9]=1[N+:19]([O-:21])=[O:20])[CH2:5][CH3:6]. Reported procedure: A sample of crude Pendimethalin containing 18 weight percent of N-nitroso-pendimethalin was synthesized according to the procedure described in U.S. Pat. No. 4,621,157. Primary denitrosation was achieved by treating the crude, molten sample with a 5 molar excess of 37% HCl (based on contained N-nitroso-pendimethalin) at 105° C. After 1.5 hours, the concentration of N-nitroso-pendimethalin had decreased to <1.0 weight percent. The molten product was neutralized with dilute caustic and washed with... Yields the product ClC1=C(N)C(=CC=C1C(F)(F)F)Cl (2,6-dichloro-3-trifluoromethylaniline). Procedure: This material was prepared by chlorination of 2-chloro-5-trifluoromethylaniline with N-chlorosuccinimide followed by chromatographic purification. The product was isolated as a yellow oil which was characterized by IR and 1H NMR spectroscopy and combustion analysis. Reaction SMILES: [Cl:1][C:2]1[CH:8]=[CH:7][C:6]([C:9]([F:12])([F:11])[F:10])=[CH:5][C:3]=1[NH2:4].[Cl:13]N1C(=O)CCC1=O>>[Cl:13][C:5]1[C:6]([C:9]([F:10])([F:11])[F:12])=[CH:7][CH:8]=[C:2]([Cl:1])[C:3]=1[NH2:4]. The reactants are ClC1=C(N)C=C(C=C1)C(F)(F)F (2-chloro-5-trifluoromethylaniline), ClN1C(CCC1=O)=O (N-chlorosuccinimide). Reactants: COC1=CC=C(C=C1)C1=C(C2=C(S1)C=C(C=C2)OC)C(=O)C2=CC=C(C=C2)C ([2-(4-methoxyphenyl)-6-methoxybezo[b]thien-3-yl][4-methylphenyl]methanone), B(Br)(Br)Br (BBr3). Solvent: C(Cl)Cl (CH2Cl2). The product is OC1=CC=C(C=C1)C1=C(C2=C(S1)C=C(C=C2)O)C(=O)C2=CC=C(C=C2)C ([2-(4-Hydroxyphenyl)-6-hydroxybenzo[b]thien-3-yl][4-methylphenyl]methanone). Yield: 64.7%. RXN SMILES: C[O:2][C:3]1[CH:8]=[CH:7][C:6]([C:9]2[S:13][C:12]3[CH:14]=[C:15]([O:18]C)[CH:16]=[CH:17][C:11]=3[C:10]=2[C:20]([C:22]2[CH:27]=[CH:26][C:25]([CH3:28])=[CH:24][CH:23]=2)=[O:21])=[CH:5][CH:4]=1.B(Br)(Br)Br>C(Cl)Cl>[OH:2][C:3]1[CH:8]=[CH:7][C:6]([C:9]2[S:13][C:12]3[CH:14]=[C:15]([OH:18])[CH:16]=[CH:17][C:11]=3[C:10]=2[C:20]([C:22]2[CH:23]=[CH:24][C:25]([CH3:28])=[CH:26][CH:27]=2)=[O:21])=[CH:5][CH:4]=1. Reported procedure: In a manner similar to that used in Example 2, 1 g (3 mmol) of [2-(4-methoxyphenyl)-6-methoxybezo[b]thien-3-yl][4-methylphenyl]methanone was converted with 20 mL of 1M BBr3 in CH2Cl2 to 700 mg of the title compound. The final product was isolated a light yellow amorphous powder.